Dataset: the Open Reaction Database (ORD), a public repository of structured organic reaction records. Task: describe an organic reaction: reactants, conditions, products, and yield Reactants: ClC1=NC=CC(=C1)OC1=CC(=C(C=C1F)NC(=O)C=1C(N(C=CC1OCC)C1=CC=C(C=C1)F)=O)F (N-(4-((2-chloropyridin-4-yl)oxy)-2,5-difluorophenyl)-4-ethoxy-1-(4-fluorophenyl)-2-oxo-1,2-dihydropyridine-3-carboxamide), C1(CC1)C(=O)N (cyclopropanecarboxamide), C(=O)([O-])[O-].[Cs+].[Cs+] (Cs2CO3), CC1(C2=C(C(=CC=C2)P(C3=CC=CC=C3)C4=CC=CC=C4)OC5=C(C=CC=C51)P(C6=CC=CC=C6)C7=CC=CC=C7)C (Xantphos). Reagents/catalysts: C=1C=CC(=CC1)/C=C/C(=O)/C=C/C2=CC=CC=C2.C=1C=CC(=CC1)/C=C/C(=O)/C=C/C2=CC=CC=C2.C=1C=CC(=CC1)/C=C/C(=O)/C=C/C2=CC=CC=C2.[Pd].[Pd] (Pd2(dba)3). Solvent: O1CCOCC1 (dioxane). Conditions: temperature 100 celsius. Yields the product C1(CC1)C(=O)NC1=NC=CC(=C1)OC1=CC(=C(C=C1F)NC(=O)C=1C(N(C=CC1OCC)C1=CC=C(C=C1)F)=O)F (N-(4-((2-(cyclopropanecarboxamido)pyridin-4-yl)oxy)-2,5-difluorophenyl)-4-ethoxy-1-(4-fluorophenyl)-2-oxo-1,2-dihydropyridine-3-carboxamide). Isolated yield 30.1%. As a reaction SMILES: Cl[C:2]1[CH:7]=[C:6]([O:8][C:9]2[C:14]([F:15])=[CH:13][C:12]([NH:16][C:17]([C:19]3[C:20](=[O:35])[N:21]([C:28]4[CH:33]=[CH:32][C:31]([F:34])=[CH:30][CH:29]=4)[CH:22]=[CH:23][C:24]=3[O:25][CH2:26][CH3:27])=[O:18])=[C:11]([F:36])[CH:10]=2)[CH:5]=[CH:4][N:3]=1.[CH:37]1([C:40]([NH2:42])=[O:41])[CH2:39][CH2:38]1.C([O-])([O-])=O.[Cs+].[Cs+].CC1(C)C2C(=C(P(C3C=CC=CC=3)C3C=CC=CC=3)C=CC=2)OC2C(P(C3C=CC=CC=3)C3C=CC=CC=3)=CC=CC1=2>O1CCOCC1.C1C=CC(/C=C/C(/C=C/C2C=CC=CC=2)=O)=CC=1.C1C=CC(/C=C/C(/C=C/C2C=CC=CC=2)=O)=CC=1.C1C=CC(/C=C/C(/C=C/C2C=CC=CC=2)=O)=CC=1.[Pd].[Pd]>[CH:37]1([C:40]([NH:42][C:2]2[CH:7]=[C:6]([O:8][C:9]3[C:14]([F:15])=[CH:13][C:12]([NH:16][C:17]([C:19]4[C:20](=[O:35])[N:21]([C:28]5[CH:33]=[CH:32][C:31]([F:34])=[CH:30][CH:29]=5)[CH:22]=[CH:23][C:24]=4[O:25][CH2:26][CH3:27])=[O:18])=[C:11]([F:36])[CH:10]=3)[CH:5]=[CH:4][N:3]=2)=[O:41])[CH2:39][CH2:38]1 |f:2.3.4,7.8.9.10.11|. Procedure details: A mixture of N-(4-((2-chloropyridin-4-yl)oxy)-2,5-difluorophenyl)-4-ethoxy-1-(4-fluorophenyl)-2-oxo-1,2-dihydropyridine-3-carboxamide (0.100 g, 0.194 mmol, see: Example 1), cyclopropanecarboxamide (0.033 g, 0.388 mmol), Cs2CO3 (0.095 g, 0.291 μmol) and Xantphos (5.05 mg, 8.72 μmol) in dioxane (2 mL) was sparged with argon, treated with Pd2(dba)3 (2.66 mg, 2.91 μmol), sparged again with argon, then fitted with a reflux condensor capped with an argon-filled balloon and heated to 100° C. overnight.... Starting materials: C[C@@H]1CN(C[C@@H](N1)C)C1=CC(=C(C#N)C=C1)[N+](=O)[O-] (4-(cis-3,5-Dimethyl-1-piperazinyl)-2-nitrobenzonitrile). The reagents and catalysts are [Pd] (palladium on charcoal). Run in C(C)O (ethanol), CO (methanol). Reaction conditions: time 16 hour. Product: NC1=C(C#N)C=CC(=C1)N1C[C@H](N[C@H](C1)C)C (2-Amino-4-(cis-3,5-dimethyl-1-piperazinyl)benzonitrile). RXN SMILES: [CH3:1][C@H:2]1[NH:7][C@@H:6]([CH3:8])[CH2:5][N:4]([C:9]2[CH:16]=[CH:15][C:12]([C:13]#[N:14])=[C:11]([N+:17]([O-])=O)[CH:10]=2)[CH2:3]1>C(O)C.CO.[Pd]>[NH2:17][C:11]1[CH:10]=[C:9]([N:4]2[CH2:5][C@H:6]([CH3:8])[NH:7][C@H:2]([CH3:1])[CH2:3]2)[CH:16]=[CH:15][C:12]=1[C:13]#[N:14]. Reported procedure: A solution of the product of Step 1 (186 mg, 0.71 mmol) in ethanol (14 ml) and methanol (3-4 ml) was treated with palladium on charcoal (37 mg, 10% paste) and stirred under an atmosphere of hydrogen for 16 hours. The mixture was then filtered through celite, washing with ethanol and the then evaporated in vacuo. Purification of the residue by mass directed autoprep HPLC gave the title compound (D20) as the formic acid salt. MS (ES+) m/e 231 [M+H]+. The reactants are CC(C)[N-]C(C)C, CN1C2CCC1CC(=O)C2, [Li+], C1CCOC1, O=S(=O)(c1ccccc1)n1ccc2ccccc21. Yields the product CN1C2CCC1CC(O)(c1cc3ccccc3n1S(=O)(=O)c1ccccc1)C2. Reaction SMILES: [CH:1]([N-:2][CH:3]([CH3:4])[CH3:5])([CH3:6])[CH3:7].[CH:27]12[CH2:28][C:29](=[O:36])[CH2:30][CH:31]([CH2:32][CH2:33]1)[N:34]2[CH3:35].[Li+:8].[O:37]1[CH2:38][CH2:39][CH2:40][CH2:41]1.[c:9]1([S:15](=[O:16])(=[O:17])[n:18]2[cH:19][cH:20][c:21]3[cH:22][cH:23][cH:24][cH:25][c:26]23)[cH:10][cH:11][cH:12][cH:13][cH:14]1>>[c:9]1([S:15](=[O:16])(=[O:17])[n:18]2[c:19]([C:29]3([OH:36])[CH2:28][CH:27]4[CH2:33][CH2:32][CH:31]([CH2:30]3)[N:34]4[CH3:35])[cH:20][c:21]3[cH:22][cH:23][cH:24][cH:25][c:26]23)[cH:10][cH:11][cH:12][cH:13][cH:14]1. Reactants: CN(C)C=O, Fc1cccc(CBr)c1, [H-], O=C1Nc2ccccc2C12CCCCC2, [Na+]. Yields the product O=C1N(Cc2cccc(F)c2)c2ccccc2C12CCCCC2. As a reaction SMILES: [CH3:27][N:28]([CH3:29])[CH:30]=[O:31].[F:18][c:19]1[cH:20][c:21]([CH2:22][Br:23])[cH:24][cH:25][cH:26]1.[H-:17].[NH:1]1[C:2](=[O:15])[C:3]2([CH2:4][CH2:5][CH2:6][CH2:7][CH2:8]2)[c:9]2[cH:10][cH:11][cH:12][cH:13][c:14]21.[Na+:16]>>[N:1]1([CH2:22][c:21]2[cH:20][c:19]([F:18])[cH:26][cH:25][cH:24]2)[C:2](=[O:15])[C:3]2([CH2:4][CH2:5][CH2:6][CH2:7][CH2:8]2)[c:9]2[cH:10][cH:11][cH:12][cH:13][c:14]21.